This data is from the Open Reaction Database (ORD), a public repository of structured organic reaction records. The task is: describe an organic reaction: reactants, conditions, products, and yield Starting materials: COc1cccc2ccccc12 (substrate), Cn2cnc1ccccc12 (effective_coupling_partner). Reagents/catalysts: CDC. Conditions: temperature 90 celsius, time 16 hour. Product: Cn4c(c1cccc2ccccc12)nc3ccccc34. Reactants: C(CCC)OC(NCC=1C=C2C(NCC2=CC1)=O)=O (butyl[(3-oxo-2,3-dihydro-1H-isoindol-5-yl)methyl]carbamate). Solvent: Cl (HCl). Conditions: time 8 hour. Product: NCC1=CC=C2CNC(C2=C1)=O (6-(aminomethyl)-2,3-dihydro-1H-isoindol-1-one). The yield is 92.5%. As a reaction SMILES: C(OC(=O)[NH:7][CH2:8][C:9]1[CH:10]=[C:11]2[C:15](=[CH:16][CH:17]=1)[CH2:14][NH:13][C:12]2=[O:18])CCC>Cl>[NH2:7][CH2:8][C:9]1[CH:10]=[C:11]2[C:15]([CH2:14][NH:13][C:12]2=[O:18])=[CH:16][CH:17]=1. Procedure details: A mixture of the product of Step 2 (100 g, 0.38 mol) and HCl (dissolved in MeOH, 3 M, 500 ml) was stirred overnight. Removal of the solvent gave a solid which was washed with Et2O and dried to afford 6-(aminomethyl)-2,3-dihydro-1H-isoindol-1-one (57 g, 76% yield). 1H-NMR (300 MHz, D2O) δ: 7.69-7.67 (m, 1H), 7.52 (s, 1H), 7.45-7.43 (m, 1H), 4.39 (s, 2H), 4.17 (s, 2H). Reported procedure: To the cooled (ice-water bath) suspension of 1,1′-carbonyldiimidazole (178.4 g, 1.10 moles) in dichloromethane (720 mL) was added N-ethylmethylamine (59.1 g, 1 mole) keeping the internal temperature below 10° C. during addition. The reaction mixture was stirred at 20-25° C. for 2-3 hours and then cooled to 0-5° C. The reaction mixture was quenched by slow addition of water (720 mL) keeping the IT<10° C. The aqueous and organic phases were separated and the aqueous phase was extracted with dichlo... Product: C(C)N(C(=O)N1C=NC=C1)C (N-ethyl-N-methyl-1H-imidazole-1-carboxamide). RXN SMILES: [C:1]([N:8]1[CH:12]=[CH:11]N=[CH:9]1)([N:3]1[CH:7]=[CH:6][N:5]=[CH:4]1)=[O:2].C(NC)C>ClCCl>[CH2:12]([N:8]([CH3:9])[C:1]([N:3]1[CH:7]=[CH:6][N:5]=[CH:4]1)=[O:2])[CH3:11]. Conditions: temperature 22.5 celsius, time 2.5 hour. Starting materials: ice water, C(=O)(N1C=NC=C1)N1C=NC=C1 (1,1′-carbonyldiimidazole), C(C)NC (N-ethylmethylamine). Isolated yield 81.9%. Run in ClCCl (dichloromethane). Starting materials: CN(C=NS(=O)(=O)C1=CC=2C(=CN=CC2)S1)C (N,N-dimethyl-N'-(thieno[2,3-c]pyridine-2-sulfonyl)formamidine), ClC1=CC(=CC=C1)C(=O)OO (m-chloroperbenzoic acid). Run in C(Cl)(Cl)Cl (chloroform), C(C)(=O)OCC (ethyl acetate). Reaction conditions: time 18 hour. The product is CN(C=NS(=O)(=O)C1=CC=2C(=C[N+](=CC2)[O-])S1)C (N,N-Dimethyl-N'-(6-oxido-thieno-[2,3-c]pyridine-2-sulfonyl)formamidine). Isolated yield 91.3%. RXN SMILES: [CH3:1][N:2]([CH3:17])[CH:3]=[N:4][S:5]([C:8]1[S:16][C:11]2=[CH:12][N:13]=[CH:14][CH:15]=[C:10]2[CH:9]=1)(=[O:7])=[O:6].ClC1C=CC=C(C(OO)=[O:26])C=1>C(Cl)(Cl)Cl.C(OCC)(=O)C>[CH3:1][N:2]([CH3:17])[CH:3]=[N:4][S:5]([C:8]1[S:16][C:11]2=[CH:12][N+:13]([O-:26])=[CH:14][CH:15]=[C:10]2[CH:9]=1)(=[O:6])=[O:7]. Procedure: To a solution of N,N-dimethyl-N'-(thieno[2,3-c]pyridine-2-sulfonyl)formamidine (2.05 g, 7.6 mmol) in chloroform (30 ml) was added dropwise a solution of m-chloroperbenzoic acid (1.82 g, 8.5 mmol) in ethyl acetate (17 ml). After stirring at room temperature for 18 hours, the precipitated product was collected on a filter. The filtrate was concentrated to obtain additional product. The combined material (2.08 g) was crystallized from chloroform to give 1.98 g (91% yield) of pure product; m.p. 237°...